Dataset: the Open Reaction Database (ORD), a public repository of structured organic reaction records. Task: describe an organic reaction: reactants, conditions, products, and yield Reactants: C(C#CC)N1C(=NC=2C=NN(C(C21)=O)C)C2=CC=NC=C2 (3-(2-butynyl)-5-methyl-2-(pyridin-4-yl)-3,5-dihydroimidazo[4,5-d]pyridazin-4-one), COC1=CC=C(CCl)C=C1 (p-methoxybenzyl chloride), CN(C=O)C (N,N-dimethylformamide), CC(=O)C (acetone). Solvent: C(C)OCC (diethyl ether). Reaction conditions: temperature 65 celsius, time 4 hour. Product: [Cl-].C(C#CC)N1C(=NC2=C1C(N(N=C2)C)=O)C2=CC=[N+](C=C2)CC2=CC=C(C=C2)OC (4-[1-(2-Butynyl)-6-methyl-7-oxo-6,7-dihydro-1H-imidazo[4,5-d]pyridazin-2-yl]-1-(4-methoxybenzyl)pyridinium chloride). Reaction SMILES: [CH2:1]([N:5]1[C:13]2[C:12](=[O:14])[N:11]([CH3:15])[N:10]=[CH:9][C:8]=2[N:7]=[C:6]1[C:16]1[CH:21]=[CH:20][N:19]=[CH:18][CH:17]=1)[C:2]#[C:3][CH3:4].[CH3:22][O:23][C:24]1[CH:31]=[CH:30][C:27]([CH2:28][Cl:29])=[CH:26][CH:25]=1.CN(C)C=O.CC(C)=O>C(OCC)C>[Cl-:29].[CH2:1]([N:5]1[C:13]2[C:12](=[O:14])[N:11]([CH3:15])[N:10]=[CH:9][C:8]=2[N:7]=[C:6]1[C:16]1[CH:21]=[CH:20][N+:19]([CH2:28][C:27]2[CH:30]=[CH:31][C:24]([O:23][CH3:22])=[CH:25][CH:26]=2)=[CH:18][CH:17]=1)[C:2]#[C:3][CH3:4] |f:5.6|. Procedure details: 0.045 g of 3-(2-butynyl)-5-methyl-2-(pyridin-4-yl)-3,5-dihydroimidazo[4,5-d]pyridazin-4-one and 0.060 μl of p-methoxybenzyl chloride were added to 0.100 ml of N,N-dimethylformamide, and the mixture was stirred at 65° C. under a nitrogen atmosphere for 4 hours. The reaction solution was cooled down, and 1 ml of acetone and 1 ml of diethyl ether were added thereto. The precipitate was collected by filtration to give 0.060 g of the title compound. Starting materials: BrCCCOC1=C(OC2=CC=CC=C2C1=O)C1=CC=CC=C1 (3-(3-bromopropoxy)-2-phenyl-4H-4-chromenone), BrCCCOC1=C(C=C(C=C1)/C=C/C(=O)C1=CC=C(C=C1)F)OC ((E)-3-{4-(3-bromopropoxy) 3-methoxyphenyl]-1-(4-fluorophenyl)-2-propen-1-one), ClC1=CC(=C(C=C1)NC(CN1CCNCC1)=O)C(C1=C(C=CC=C1)Cl)=O (N1-[4-chloro-2-(2-chlorobenzoyl)phenyl]-2-piperazinoacetamide), formula 7, C([O-])([O-])=O.[K+].[K+] (potassium carbonate). Run in CC(=O)C (acetone). The product is N1-[4-chloro-2-(2-chlorobenzoyl)phenyl]-2-[4-(4-4-[(E)-3-(4-fluorophenyl)-3-oxo-1-propenyl]-2-methoxyphenoxy butyl)piperazino]acetamide, ClC1=CC(=C(C=C1)NC(CN1CCN(CC1)CCCOC=1OC2=CC=CC=C2C(C1C1=CC=CC=C1)=O)=O)C(C1=C(C=CC=C1)Cl)=O (N1-[4-chloro-2-(2-chlorobenzoyl)phenyl]-2-(4-3-[(4-oxo-3-phenyl-4H-2-chromenyl)oxy]propylpiperazino)acetamide). Reaction SMILES: [Cl:1][C:2]1[CH:7]=[CH:6][C:5]([NH:8][C:9](=[O:17])[CH2:10][N:11]2[CH2:16][CH2:15][NH:14][CH2:13][CH2:12]2)=[C:4]([C:18](=[O:26])[C:19]2[CH:24]=[CH:23][CH:22]=[CH:21][C:20]=2[Cl:25])[CH:3]=1.BrCCCO[C:32]1[CH:37]=[CH:36][C:35](/[CH:38]=[CH:39]/[C:40]([C:42]2[CH:47]=[CH:46][C:45](F)=[CH:44][CH:43]=2)=O)=C[C:33]=1[O:49][CH3:50].Br[CH2:52][CH2:53][CH2:54][O:55]C1C(=O)C2C(=CC=CC=2)OC=1C1C=CC=CC=1.C(=O)([O-])[O-:74].[K+].[K+]>CC(C)=O>[Cl:1][C:2]1[CH:7]=[CH:6][C:5]([NH:8][C:9](=[O:17])[CH2:10][N:11]2[CH2:12][CH2:13][N:14]([CH2:52][CH2:53][CH2:54][O:55][C:50]3[O:49][C:33]4[C:38]([C:39](=[O:74])[C:40]=3[C:42]3[CH:43]=[CH:44][CH:45]=[CH:46][CH:47]=3)=[CH:35][CH:36]=[CH:37][CH:32]=4)[CH2:15][CH2:16]2)=[C:4]([C:18](=[O:26])[C:19]2[CH:24]=[CH:23][CH:22]=[CH:21][C:20]=2[Cl:25])[CH:3]=1 |f:3.4.5|. Procedure: reacting the above said compound N1-[4-chloro-2-(2-chlorobenzoyl)phenyl]-2-piperazinoacetamide of formula 7 with (E)-3-{4-(3-bromopropoxy) 3-methoxyphenyl]-1-(4-fluorophenyl)-2-propen-1-one or 3-(3-bromopropoxy)-2-phenyl-4H-4-chromenone in acetone in the presence potassium carbonate, under reflux, for a period of about 15 to about 20 hrs, followed by the removal of potassium carbonate by filtration and evaporating the solvent, under vacuum, and purifying the resultant product to obtain the desir... Starting materials: FC1=CC=C(S1)C=O (5-Fluoro-thiophene-2-carbaldehyde), aldehyde, C(C)OC(CN=[N+]=[N-])=O (azido-acetic acid ethyl ester). The solvent is C(C)O (ethanol). Yields the product C(C)OC(=O)C1=CC2=C(N1)C=C(S2)F (2-Fluoro-4H-thieno[3,2-b]pyrrole-5-carboxylic acid ethyl ester). Reaction SMILES: [F:1][C:2]1[S:6][C:5]([CH:7]=O)=[CH:4][CH:3]=1.[CH2:9]([O:11][C:12](=[O:17])[CH2:13][N:14]=[N+]=[N-])[CH3:10]>C(O)C>[CH2:9]([O:11][C:12]([C:13]1[NH:14][C:4]2[CH:3]=[C:2]([F:1])[S:6][C:5]=2[CH:7]=1)=[O:17])[CH3:10]. Reported procedure: 5-Fluoro-thiophene-2-carbaldehyde (see, for example, Schuetz, R. D. and Nilles, G. P., J. Org. Chem., 36: 2188-90 (1971)) was annulated according to Procedure H (aldehyde and azido-acetic acid ethyl ester added as ethanol solution (0.6 M of ester); acrylate organic phase washed with saturated aqueous NaCl prior to drying; acrylate not purified). Reactants: CN(C)CC1=CC2=C(CN(CC2)C(C2=CC=C(C=C2)COC2=CC=CC=C2)=O)O1 (N,N-Dimethyl-[6-[4-(phenoxymethyl)benzoyl]-4,5,6,7-tetrahydrofuro[2,3-c]pyridin-2-ylmethyl]amine), Cl (hydrogen chloride). Run in CO (methanol), C(C)(=O)OCC (ethyl acetate). Yields the product Cl.CN(C)CC1=CC2=C(CN(CC2)C(C2=CC=C(C=C2)COC2=CC=CC=C2)=O)O1 (N,N-dimethyl-[6-[4-(phenoxymethyl)benzoyl]-4,5,6,7-tetrahydrofuro[2,3-c]pyridin-2-ylmethyl]amine hydrochloride). As a reaction SMILES: [CH3:1][N:2]([CH2:4][C:5]1[O:29][C:8]2[CH2:9][N:10]([C:13](=[O:28])[C:14]3[CH:19]=[CH:18][C:17]([CH2:20][O:21][C:22]4[CH:27]=[CH:26][CH:25]=[CH:24][CH:23]=4)=[CH:16][CH:15]=3)[CH2:11][CH2:12][C:7]=2[CH:6]=1)[CH3:3].[ClH:30]>CO.C(OCC)(=O)C>[ClH:30].[CH3:3][N:2]([CH2:4][C:5]1[O:29][C:8]2[CH2:9][N:10]([C:13](=[O:28])[C:14]3[CH:19]=[CH:18][C:17]([CH2:20][O:21][C:22]4[CH:27]=[CH:26][CH:25]=[CH:24][CH:23]=4)=[CH:16][CH:15]=3)[CH2:11][CH2:12][C:7]=2[CH:6]=1)[CH3:1] |f:4.5|. Procedure: N,N-Dimethyl-[6-[4-(phenoxymethyl)benzoyl]-4,5,6,7-tetrahydrofuro[2,3-c]pyridin-2-ylmethyl]amine 0.400 g was dissolved in 2 ml of methanol; hydrogen chloride in ethyl acetate was added in excess, followed by stirring. This mixture was concentrated, and recrystallized from ethanol-diethyl ether to yield the desired product. Starting materials: BrCCCCCC(=O)O (6-bromocaproic acid), C1(=CC=CC=C1)CCCCO (4-phenyl-1-butanol). The product is C1(=CC=CC=C1)CCCCOC(CCCCCBr)=O ((4-Phenylbutyl)6-bromohexanoate). The yield is 80.0%. As a reaction SMILES: [Br:1][CH2:2][CH2:3][CH2:4][CH2:5][CH2:6][C:7]([OH:9])=[O:8].[C:10]1([CH2:16][CH2:17][CH2:18][CH2:19]O)[CH:15]=[CH:14][CH:13]=[CH:12][CH:11]=1>>[C:10]1([CH2:16][CH2:17][CH2:18][CH2:19][O:8][C:7](=[O:9])[CH2:6][CH2:5][CH2:4][CH2:3][CH2:2][Br:1])[CH:15]=[CH:14][CH:13]=[CH:12][CH:11]=1. Procedure details: From 6-bromocaproic acid and 4-phenyl-1-butanol. Working up by means of distillation. Yield: 80%. Boiling point: 158° C. (0.008 mbar). Starting materials: CON(C([C@@H](CC=C)C1=CC(=C(C=C1)Cl)Cl)=O)C (N-methoxy-N-methyl-2-(S)-(3,4-dichlorophenyl)-4-pentenamide), C[Li] (methyllithium). Solvent: O1CCCC1 (tetrahydrofuran). Reaction conditions: time 3 hour. Product: ClC=1C=C(C=CC1Cl)[C@@H](C(C)=O)CC=C (3-(S)-(3,4-dichlorophenyl)-5-hexen-2-one). Isolated yield 92.9%. RXN SMILES: CON(C)[C:4](=[O:17])[C@H:5]([C:9]1[CH:14]=[CH:13][C:12]([Cl:15])=[C:11]([Cl:16])[CH:10]=1)[CH2:6][CH:7]=[CH2:8].[CH3:19][Li]>O1CCCC1>[Cl:16][C:11]1[CH:10]=[C:9]([C@H:5]([CH2:6][CH:7]=[CH2:8])[C:4](=[O:17])[CH3:19])[CH:14]=[CH:13][C:12]=1[Cl:15]. Reported procedure: A solution of 319 mg (1.11 mmoL) of N-methoxy-N-methyl-2-(S)-(3,4-dichlorophenyl)-4-pentenamide (from Step 1 above) in 10 mL of dry tetrahydrofuran was cooled to -70° C. and treated with 1.0 mL (1.40 mmol) of methyllithium and stirred between -70° C. to -40° C. After 3 hours, the reaction was quenched with 5 mL of water, and diluted with 10 mL of ethyl acetate. The layers were separated and the organic layer was washed with water (3×10 mL). The aqueous layers were extracted with 10 mL of ethyl a...